describe an organic reaction: reactants, conditions, products, and yield From a dataset of the Open Reaction Database (ORD), a public repository of structured organic reaction records. Reactants: [OH-].[Na+] (sodium hydroxide), NC1=C2C(=NC=N1)N(N=C2C2=CC=C(OC1=CC=C(C#N)C=C1)C=C2)[C@@H]2CC[C@@H](CC2)N2CCN(CC2)C (Cis-4-(4-{4-amino-1-[4-(4-methylpiperazino)cyclohexyl]-1H-pyrazolo[3,4-d]pyrimidin-3-yl}phenoxy)benzonitrile), OO (hydrogen peroxide), solution, C(CC(O)(C(=O)O)CC(=O)O)(=O)O (citric acid). The reagents and catalysts are O (water). Run in O (water), O1CCOCC1 (dioxane), O (water). Yields the product NC1=C2C(=NC=N1)N(N=C2C2=CC=C(OC1=CC=C(C(=O)N)C=C1)C=C2)[C@@H]2CC[C@@H](CC2)N2CCN(CC2)C (cis-4-(4-{4-amino-1-[4-(4-methylpiperazino)cyclohexyl]-1H-pyrazolo[3,4-d]pyrimidin-3-yl}phenoxy)benzamide). Reaction SMILES: [NH2:1][C:2]1[N:7]=[CH:6][N:5]=[C:4]2[N:8]([C@H:26]3[CH2:31][CH2:30][C@@H:29]([N:32]4[CH2:37][CH2:36][N:35]([CH3:38])[CH2:34][CH2:33]4)[CH2:28][CH2:27]3)[N:9]=[C:10]([C:11]3[CH:25]=[CH:24][C:14]([O:15][C:16]4[CH:23]=[CH:22][C:19]([C:20]#[N:21])=[CH:18][CH:17]=4)=[CH:13][CH:12]=3)[C:3]=12.[OH-].[Na+].OO.C(O)(=O)CC(CC(O)=O)(C(O)=O)[OH:46]>O1CCOCC1.O>[NH2:1][C:2]1[N:7]=[CH:6][N:5]=[C:4]2[N:8]([C@H:26]3[CH2:31][CH2:30][C@@H:29]([N:32]4[CH2:33][CH2:34][N:35]([CH3:38])[CH2:36][CH2:37]4)[CH2:28][CH2:27]3)[N:9]=[C:10]([C:11]3[CH:12]=[CH:13][C:14]([O:15][C:16]4[CH:17]=[CH:18][C:19]([C:20]([NH2:21])=[O:46])=[CH:22][CH:23]=4)=[CH:24][CH:25]=3)[C:3]=12 |f:1.2|. Reported procedure: Cis-4-(4-{4-amino-1-[4-(4-methylpiperazino)cyclohexyl]-1H-pyrazolo[3,4-d]pyrimidin-3-yl}phenoxy)benzonitrile (0.200 g, 0.000394 mol) was dissolved in dioxane (3 mL), the solution of sodium hydroxide (0.15 g, 0.00197 mol) in water (2 mL) was added followed by the addition of 30% hydrogen peroxide solution in water (5 drops). The reaction mixture was heated at reflux under an atmosphere of nitrogen for 1.5 hours, cooled to ambient temperature and neutralized with 5% solution of citric acid in wate...